From a dataset of the Open Reaction Database (ORD), a public repository of structured organic reaction records. describe an organic reaction: reactants, conditions, products, and yield Reactants: CN(C)C=O, Nc1nc2ccccc2c2c1ncn2CCO, CCOC(=O)N=NC(=O)OCC, Oc1ccccc1, c1ccc(P(c2ccccc2)c2ccccc2)cc1. Yields the product Nc1nc2ccccc2c2c1ncn2CCOc1ccccc1. RXN SMILES: [CH3:56][N:57]([CH3:58])[CH:59]=[O:60].[NH2:1][c:2]1[n:3][c:4]2[cH:5][cH:6][cH:7][cH:8][c:9]2[c:10]2[c:11]1[n:12][cH:13][n:14]2[CH2:15][CH2:16][OH:17].[O:44]=[C:45]([O:46][CH2:47][CH3:48])[N:49]=[N:50][C:51]([O:52][CH2:53][CH3:54])=[O:55].[OH:18][c:19]1[cH:20][cH:21][cH:22][cH:23][cH:24]1.[c:25]1([P:26]([c:27]2[cH:28][cH:29][cH:30][cH:31][cH:32]2)[c:33]2[cH:34][cH:35][cH:36][cH:37][cH:38]2)[cH:39][cH:40][cH:41][cH:42][cH:43]1>>[NH2:1][c:2]1[n:3][c:4]2[cH:5][cH:6][cH:7][cH:8][c:9]2[c:10]2[c:11]1[n:12][cH:13][n:14]2[CH2:15][CH2:16][O:17][c:19]1[cH:20][cH:21][cH:22][cH:23][cH:24]1. Starting materials: CS(=O)(=O)OCC1=C(N=NS1)C (5-methanesulfonyloxymethyl-4-methyl-1,2,3-thiadiazole), C(O)([O-])=O.[Na+] (sodium hydrogen carbonate), C(C1=CC=CC=C1)(=S)O (thiobenzoic acid), CC(C)([O-])C.[K+] (potassium tert-butoxide). The solvent is CN(C)C=O (DMF), C(C)(=O)OCC (ethyl acetate), CN(C)C=O (DMF). Conditions: time 10 minute. Yields the product C(C1=CC=CC=C1)(=O)SCC1=C(N=NS1)C (5-benzoylthiomethyl-4-methyl-1,2,3-thiadiazole). As a reaction SMILES: [C:1]([OH:9])(=[S:8])[C:2]1[CH:7]=[CH:6][CH:5]=[CH:4][CH:3]=1.CC(C)([O-])C.[K+].CS(O[CH2:21][C:22]1[S:26][N:25]=[N:24][C:23]=1[CH3:27])(=O)=O.C(=O)([O-])O.[Na+]>CN(C=O)C.C(OCC)(=O)C>[C:1]([S:8][CH2:21][C:22]1[S:26][N:25]=[N:24][C:23]=1[CH3:27])(=[O:9])[C:2]1[CH:7]=[CH:6][CH:5]=[CH:4][CH:3]=1 |f:1.2,4.5|. Procedure: Under nitrogen atmosphere, 6.64 ml (56.5 m mol) of thiobenzoic acid was added to a stirred solution of potassium tert-butoxide (6.07 g, 54.1 m mol) in DMF (80 ml) at 0° C. After stirring for 10 minutes, 5-methanesulfonyloxymethyl-4-methyl-1,2,3-thiadiazole (9.8 g, 47.0 m mol) in DMF (30 ml) was added to the mixture slowly at the same temperature. The whole mixture was stirred at 80° C. for 2 hours, poured into a mixture of diluted aqueous sodium hydrogen carbonate and ethyl acetate. Aqueous laye... The reactants are FC(OC1=CC=C(C=C1)C1=CC=CC=C1)(F)F (4-(trifluoromethoxy)-1,1′-biphenyl), [Cl-].[Cl-].[Cl-].[Al+3] (aluminium trichloride), C(C)(=O)Cl (acetyl chloride), ice water, Cl (HCl). Run in [N+](=O)([O-])C1=CC=CC=C1 (nitrobenzene). Reaction conditions: temperature 0 celsius, time 2 hour. Product: FC(OC1(CC=C(C=C1)C1=CC=CC=C1)C(C)=O)(F)F (1-[4-(Trifluoromethoxy)[1,1′-biphenyl]-4-yl-]-1-ethanone). As a reaction SMILES: [F:1][C:2]([F:17])([F:16])[O:3][C:4]1[CH:9]=[CH:8][C:7]([C:10]2[CH:15]=[CH:14][CH:13]=[CH:12][CH:11]=2)=[CH:6][CH:5]=1.[Cl-].[Cl-].[Cl-].[Al+3].[C:22](Cl)(=[O:24])[CH3:23].Cl>[N+](C1C=CC=CC=1)([O-])=O>[F:1][C:2]([F:16])([F:17])[O:3][C:4]1([C:22](=[O:24])[CH3:23])[CH:5]=[CH:6][C:7]([C:10]2[CH:15]=[CH:14][CH:13]=[CH:12][CH:11]=2)=[CH:8][CH2:9]1 |f:1.2.3.4|. Reported procedure: To a mixture of 30 g (126 mmol) 4-(trifluoromethoxy)-1,1′-biphenyl and 21 g aluminium trichloride (157 mmol) in 120 ml nitrobenzene are added at a temperature below 20° C. 9.87 g (126 mmol) acetyl chloride. The reaction mixture is stirred for 2 h at 0° C., added to 240 ml ice-water and 42 ml conc. HCl and extracted with ethyl acetate. The organic phase is washed with water and brine and the solvents removed in vacuo. The residue is triturated with petrol ether, filtrated and dried. From the filt... Starting materials: 3A, N1=C2C(=NS1)C=C(C=C2)C=O (benzo[1,2,5]thiadiazol-5-carbaldehyde), NC1CCC(CC1)(O)CCC1=NC=NC2=CC=C(C=C12)OC (4-amino-1-[2-(6-methoxy-quinazolin-4-yl)-ethyl]-cyclohexanol), C(C)(=O)O[BH-](OC(C)=O)OC(C)=O.[Na+] (sodium triacetoxyborohydride). The solvent is CO (methanol), ClC(C)Cl (dichloroethane). Conditions: time 20 hour. The product is N1=C2C(=NS1)C=C(C=C2)CNC2CCC(CC2)(O)CCC2=NC=NC1=CC=C(C=C21)OC (4-[(Benzo[1,2,5]thiadiazol-5-ylmethyl)-amino]-1-[2-(6-methoxy-quinazolin-4-yl)-ethyl]-cyclohexanol). As a reaction SMILES: [N:1]1[S:5][N:4]=[C:3]2[CH:6]=[C:7]([CH:10]=O)[CH:8]=[CH:9][C:2]=12.[NH2:12][CH:13]1[CH2:18][CH2:17][C:16]([CH2:20][CH2:21][C:22]2[C:31]3[C:26](=[CH:27][CH:28]=[C:29]([O:32][CH3:33])[CH:30]=3)[N:25]=[CH:24][N:23]=2)([OH:19])[CH2:15][CH2:14]1.C(O[BH-](OC(=O)C)OC(=O)C)(=O)C.[Na+]>CO.ClC(Cl)C>[N:1]1[S:5][N:4]=[C:3]2[CH:6]=[C:7]([CH2:10][NH:12][CH:13]3[CH2:18][CH2:17][C:16]([CH2:20][CH2:21][C:22]4[C:31]5[C:26](=[CH:27][CH:28]=[C:29]([O:32][CH3:33])[CH:30]=5)[N:25]=[CH:24][N:23]=4)([OH:19])[CH2:15][CH2:14]3)[CH:8]=[CH:9][C:2]=12 |f:2.3|. Procedure: Molecular sieve, type 3A, (1 g) and benzo[1,2,5]thiadiazol-5-carbaldehyde (0.066 g, 0.4 mmol) were added to a solution of 4-amino-1-[2-(6-methoxy-quinazolin-4-yl)-ethyl]-cyclohexanol (0.116 g, 0.38 mmol) in methanol (1 ml) and dichloroethane (3 ml). The reaction mixture was stirred at room temperature for 20 hours and sodium triacetoxyborohydride (0.22 g, 1.04 mmol) was added. The reaction mixture was stirred at room temperature for 2 hours and then filtered over Hydromatrix (wetted with an NaHC... The reactants are C[Si](C)(C)[N-][Si](C)(C)C.[Na+] (NaHMDS), C(=O)(C(F)(F)F)O (TFA), C(C)NC=1C=NC=CC1 (N-ethylpyridin-3-amine), ClC1=NC2=C(C=CC=C2C=C1)C1=CC=2C(NCCC2N1)=O (2-(2-chloroquinolin-8-yl)-6,7-dihydro-1H-pyrrolo[3,2-c]pyridin-4(5H)-one), C[Si](C)(C)[N-][Si](C)(C)C.[Na+] (NaHMDS). The solvent is C1CCOC1 (THF), CS(=O)C (DMSO). Run at time 30 minute. The product is C(C)N(C1=NC2=C(C=CC=C2C=C1)C1=CC=2C(NCCC2N1)=O)C=1C=NC=CC1 (2-(2-(ethyl(pyridin-3-yl)amino)quinolin-8-yl)-6,7-dihydro-1H-pyrrolo[3,2-c]pyridin-4(5H)-one). Isolated yield 10.8%. Reaction SMILES: [CH2:1]([NH:3][C:4]1[CH:5]=[N:6][CH:7]=[CH:8][CH:9]=1)[CH3:2].Cl[C:11]1[CH:20]=[CH:19][C:18]2[C:13](=[C:14]([C:21]3[NH:29][C:28]4[CH2:27][CH2:26][NH:25][C:24](=[O:30])[C:23]=4[CH:22]=3)[CH:15]=[CH:16][CH:17]=2)[N:12]=1.C[Si]([N-][Si](C)(C)C)(C)C.[Na+].C(O)(C(F)(F)F)=O>C1COCC1.CS(C)=O>[CH2:1]([N:3]([C:4]1[CH:5]=[N:6][CH:7]=[CH:8][CH:9]=1)[C:11]1[CH:20]=[CH:19][C:18]2[C:13](=[C:14]([C:21]3[NH:29][C:28]4[CH2:27][CH2:26][NH:25][C:24](=[O:30])[C:23]=4[CH:22]=3)[CH:15]=[CH:16][CH:17]=2)[N:12]=1)[CH3:2] |f:2.3|. Reported procedure: To a mixture of N-ethylpyridin-3-amine (Enamine, Kiev, Ukraine; 0.164 g, 1.343 mmol) and 2-(2-chloroquinolin-8-yl)-6,7-dihydro-1H-pyrrolo[3,2-c]pyridin-4(5H)-one (Example 1; 0.080 g, 0.269 mmol) was added NaHMDS (1.0 M in THF; 1.343 ml, 1.343 mmol). The dark red reaction was stirred for 30 min, then 0.5 mL 1.0 M NaHMDS in THF was added. After 30 min, the reaction was concentrated in vacuo and 2.5 mL DMSO and TFA (0.207 ml, 2.69 mmol) were added. Purified by rpHPLC (Phenomenex Gemini 150×30 mm C1...